Dataset: the Open Reaction Database (ORD), a public repository of structured organic reaction records. Task: describe an organic reaction: reactants, conditions, products, and yield Reactants: [Cl-].O[NH3+] (hydroxylammonium chloride), C(O)([O-])=O.[Na+] (sodium hydrogen carbonate), CS(=O)C (dimethyl sulfoxide), C(CCC)C=1N=C(N(C(C1CC1=CC=C(C=C1)C=1C(=CC=CC1)C#N)=O)CC1=CC=CC=2CC(OC21)(C)C)C (4′-({4-butyl-1-[(2,2-dimethyl-2,3-dihydro-1-benzofuran-7-yl)methyl]-2-methyl-6-oxo-1,6-dihydropyrimidin-5-yl}methyl)biphenyl-2-carbonitrile). Run in C(C)(=O)OCC (ethyl acetate). Run at temperature 40 celsius, time 30 minute. Yields the product C(CCC)C1=C(C(N(C(=N1)C)CC1=CC=CC=2CC(OC21)(C)C)=O)CC2=CC=C(C=C2)C2=C(C=CC=C2)C2=NOC(N2)=O (6-butyl-3-[(2,2-dimethyl-2,3-dihydro-1-benzofuran-7-yl)methyl]-2-methyl-5-{[2′-(5-oxo-4,5-dihydro-1,2,4-oxadiazol-3-yl)biphenyl-4-yl]methyl}pyrimidin-4(3H)-one). Yield: 21.4%. RXN SMILES: [Cl-].O[NH3+:3].[C:4](=[O:7])([O-])[OH:5].[Na+].CS(C)=O.[CH2:13]([C:17]1[N:18]=[C:19]([CH3:51])[N:20]([CH2:39][C:40]2[C:48]3[O:47][C:46]([CH3:50])([CH3:49])[CH2:45][C:44]=3[CH:43]=[CH:42][CH:41]=2)[C:21](=[O:38])[C:22]=1[CH2:23][C:24]1[CH:29]=[CH:28][C:27]([C:30]2[C:31]([C:36]#[N:37])=[CH:32][CH:33]=[CH:34][CH:35]=2)=[CH:26][CH:25]=1)[CH2:14][CH2:15][CH3:16]>C(OCC)(=O)C>[CH2:13]([C:17]1[N:18]=[C:19]([CH3:51])[N:20]([CH2:39][C:40]2[C:48]3[O:47][C:46]([CH3:50])([CH3:49])[CH2:45][C:44]=3[CH:43]=[CH:42][CH:41]=2)[C:21](=[O:38])[C:22]=1[CH2:23][C:24]1[CH:25]=[CH:26][C:27]([C:30]2[CH:35]=[CH:34][CH:33]=[CH:32][C:31]=2[C:36]2[NH:3][C:4](=[O:7])[O:5][N:37]=2)=[CH:28][CH:29]=1)[CH2:14][CH2:15][CH3:16] |f:0.1,2.3|. Procedure details: A mixture of hydroxylammonium chloride (1.35 g), sodium hydrogen carbonate (2.17 g) and dimethyl sulfoxide (15 mL) was stirred at 40° C. for 30 min, 4′-({4-butyl-1-[(2,2-dimethyl-2,3-dihydro-1-benzofuran-7-yl)methyl]-2-methyl-6-oxo-1,6-dihydropyrimidin-5-yl}methyl)biphenyl-2-carbonitrile (0.67 g) was added, and the mixture was stirred at 90° C. for 16 hr. The reaction mixture was diluted with ethyl acetate, washed with water and then with saturated brine, and dried over anhydrous magnesium sulfa...